Dataset: the Open Reaction Database (ORD), a public repository of structured organic reaction records. Task: describe an organic reaction: reactants, conditions, products, and yield The reactants are NC(CO)C1=CC=CC=C1 (2-amino-2-phenylethanol), N(=C=S)C1=CC=C(C=C1)C1=NN(C=N1)C1=CC=C(C=C1)OC(F)(F)F (3-(4-isothiocyanato-phenyl)-1-(4-trifluoromethoxy-phenyl)-1H-1,2,4-triazole). The product is C1(=CC=CC=C1)C1N=C(OC1)NC1=CC=C(C=C1)C1=NN(C=N1)C1=CC=C(C=C1)OC(F)(F)F (4-Phenyl-N-(4-(1-(4-(trifluoromethoxy)phenyl)-1H-1,2,4-triazol-3-yl)phenyl)-4,5-dihydrooxazol-2-amine), solid. The yield is 30.0%. RXN SMILES: [NH2:1][CH:2]([C:5]1[CH:10]=[CH:9][CH:8]=[CH:7][CH:6]=1)[CH2:3][OH:4].[N:11]([C:14]1[CH:19]=[CH:18][C:17]([C:20]2[N:24]=[CH:23][N:22]([C:25]3[CH:30]=[CH:29][C:28]([O:31][C:32]([F:35])([F:34])[F:33])=[CH:27][CH:26]=3)[N:21]=2)=[CH:16][CH:15]=1)=[C:12]=S>>[C:5]1([CH:2]2[CH2:3][O:4][C:12]([NH:11][C:14]3[CH:15]=[CH:16][C:17]([C:20]4[N:24]=[CH:23][N:22]([C:25]5[CH:30]=[CH:29][C:28]([O:31][C:32]([F:35])([F:33])[F:34])=[CH:27][CH:26]=5)[N:21]=4)=[CH:18][CH:19]=3)=[N:1]2)[CH:10]=[CH:9][CH:8]=[CH:7][CH:6]=1. Procedure details: The title compound was prepared with 2-amino-2-phenylethanol and 3-(4-isothiocyanato-phenyl)-1-(4-trifluoromethoxy-phenyl)-1H-1,2,4-triazole and isolated as a white solid (0.14 g, 30%). Starting materials: O (water), [H-].[Na+] (Sodium hydride), COCOC(C)C=1C=CC(=NC1)CCO (2-[5-(1-methoxymethoxyethyl)-2-pyridyl]ethanol), FC1=CC=C(C=C1)[N+](=O)[O-] (4-fluoronitrobenzene). Run in oil, CN(C=O)C (N,N-dimethylformamide). The product is COCOC(C)C=1C=CC(=NC1)CCOC1=CC=C(C=C1)[N+](=O)[O-] (5-(1-methoxymethoxyethyl)-2-[2-(4-nitrophenoxy)ethyl]pyridine). The yield is 71.3%. RXN SMILES: [H-].[Na+].[CH3:3][O:4][CH2:5][O:6][CH:7]([C:9]1[CH:10]=[CH:11][C:12]([CH2:15][CH2:16][OH:17])=[N:13][CH:14]=1)[CH3:8].F[C:19]1[CH:24]=[CH:23][C:22]([N+:25]([O-:27])=[O:26])=[CH:21][CH:20]=1.O>CN(C)C=O>[CH3:3][O:4][CH2:5][O:6][CH:7]([C:9]1[CH:10]=[CH:11][C:12]([CH2:15][CH2:16][O:17][C:19]2[CH:24]=[CH:23][C:22]([N+:25]([O-:27])=[O:26])=[CH:21][CH:20]=2)=[N:13][CH:14]=1)[CH3:8] |f:0.1|. Procedure details: Sodium hydride in oil (60%, 1.6 g) was added in small portions with ice-cooling to a solution of 2-[5-(1-methoxymethoxyethyl)-2-pyridyl]ethanol (7.5 g) and 4-fluoronitrobenzene (5.0 g) in N,N-dimethylformamide (50 ml). The reaction mixture was stirred with ice-cooling for additional 1 hour, poured into water and extracted with ethyl acetate. The ethyl acetate layer was washed with water, dried over anhydrous magnesium sulfate and concentrated under reduced pressure. The oily residue was subjecte... As a reaction SMILES: [CH3:1][C:2]1[N:7]=[C:6]([C:8]2[N:13]=[CH:12][C:11]3[CH:14]=[N:15][NH:16][C:10]=3[CH:9]=2)[CH:5]=[N:4][CH:3]=1.Br[C:18]1[CH:19]=[C:20]([N:26]2[CH2:31][CH2:30][CH2:29][C@H:28]([NH:32][C:33](=[O:39])[O:34][C:35]([CH3:38])([CH3:37])[CH3:36])[CH2:27]2)[C:21](=[O:25])[N:22]([CH3:24])[CH:23]=1.CNCCNC.C(=O)([O-])[O-].[K+].[K+]>O1CCOCC1.[Cu](I)I>[CH3:24][N:22]1[CH:23]=[C:18]([N:16]2[C:10]3[CH:9]=[C:8]([C:6]4[CH:5]=[N:4][CH:3]=[C:2]([CH3:1])[N:7]=4)[N:13]=[CH:12][C:11]=3[CH:14]=[N:15]2)[CH:19]=[C:20]([N:26]2[CH2:31][CH2:30][CH2:29][C@H:28]([NH:32][C:33](=[O:39])[O:34][C:35]([CH3:36])([CH3:38])[CH3:37])[CH2:27]2)[C:21]1=[O:25] |f:3.4.5|. Reagents/catalysts: [Cu](I)I (copper iodide). Yields the product CN1C(C(=CC(=C1)N1N=CC=2C=NC(=CC21)C2=NC(=CN=C2)C)N2C[C@H](CCC2)NC(OC(C)(C)C)=O)=O (tert-butyl N-[(3S)-1-[1-methyl-5-[6-(6-methylpyrazin-2-yl)pyrazolo[4,3-c]pyridin-1-yl]-2-oxo-3-pyridyl]-3-piperidyl]carbamate). Procedure details: A mixture of 6-(6-methylpyrazin-2-yl)-1H-pyrazolo[4,3-c]pyridine (0.49711 mmol; 105 mg), tert-butyl N-[(3S)-1-(5-bromo-1-methyl-2-oxo-3-pyridyl)-3-piperidyl]carbamate (0.59653 mmol; 230.4 mg), N,N′-Dimethylethylenediamine (0.049711 mmol; 4.382 mg; 0.00495 mL), copper iodide (0.49711 mmol; 95.629 mg), and potassium carbonate (0.99422 mmol; 138.79 mg) in 1,4-Dioxane (10 mL) was purged with Argon, then sealed and stirred at 100° C. overnight. The mixture was cooled to room temperature, and then fil... Isolated yield 45.0%. Reactants: CC1=CN=CC(=N1)C1=CC2=C(C=N1)C=NN2 (6-(6-methylpyrazin-2-yl)-1H-pyrazolo[4,3-c]pyridine), BrC=1C=C(C(N(C1)C)=O)N1C[C@H](CCC1)NC(OC(C)(C)C)=O (tert-butyl N-[(3S)-1-(5-bromo-1-methyl-2-oxo-3-pyridyl)-3-piperidyl]carbamate), CNCCNC (N,N′-Dimethylethylenediamine), C([O-])([O-])=O.[K+].[K+] (potassium carbonate). Reaction conditions: temperature 100 celsius, time 8 hour. The solvent is O1CCOCC1 (1,4-Dioxane). Reactants: CN(C)C=O, C[N+](C)(C)Cc1c(-c2ccccc2)[nH]c2nccnc12, [I-], N#C[K], O. Yields the product N#CCc1c(-c2ccccc2)[nH]c2nccnc12. Reaction SMILES: [CH3:26][N:27]([CH3:28])[CH:29]=[O:30].[CH3:5][N+:6]([CH2:7][c:8]1[c:9](-[c:17]2[cH:18][cH:19][cH:20][cH:21][cH:22]2)[nH:10][c:11]2[n:12][cH:13][cH:14][n:15][c:16]12)([CH3:23])[CH3:24].[I-:4].[K:1][C:2]#[N:3].[OH2:25]>>[C:2](#[N:3])[CH2:7][c:8]1[c:9](-[c:17]2[cH:18][cH:19][cH:20][cH:21][cH:22]2)[nH:10][c:11]2[n:12][cH:13][cH:14][n:15][c:16]12. Reactants: [N+](=O)([O-])C=1C=C(N)C=CC1 (3-nitro aniline), C(C1=CC=NC=C1)(=O)O (isonicotinic acid). Yields the product [N+](=O)([O-])C=1C=C(C=CC1)NC(C1=CC=NC=C1)=O (N-(3-nitrophenyl) isonicotinamide). As a reaction SMILES: [N+:1]([C:4]1[CH:5]=[C:6]([CH:8]=[CH:9][CH:10]=1)[NH2:7])([O-:3])=[O:2].[C:11](O)(=[O:18])[C:12]1[CH:17]=[CH:16][N:15]=[CH:14][CH:13]=1>>[N+:1]([C:4]1[CH:5]=[C:6]([NH:7][C:11](=[O:18])[C:12]2[CH:17]=[CH:16][N:15]=[CH:14][CH:13]=2)[CH:8]=[CH:9][CH:10]=1)([O-:3])=[O:2]. Procedure: The general procedure for 8 was followed using 3-nitro aniline 31 and isonicotinic acid to afforded (68%) as a yellow solid. 1H NMR (DMSO-d6, 400 MHz) δ 7.67-7.71 (m, 1H), 7.89-7.91 (m, 2H), 8.01 (dd, J, =8.4 Hz, J2=1.6 Hz, 1H), 8.19 (dd, J, =8 Hz, J2=1.6 Hz, 1H), 8.79-8.83 (m, 3H), 10.9 (NH, s, 1H). Starting materials: C(C)(C)NC(NC=1C=C(C(=O)O)C=CN1)=O (2-(3-Isopropyl-ureido)-isonicotinic acid), NC=1C=C(C(=O)OCC)C=CN1 (ethyl 2-aminoisonicotinate), NC1=NC=C(C(=O)OC)C=C1 (methyl 6-aminonicotinate). Yields the product C(C)(C)NC(NC1=NC=C(C(=O)O)C=C1)=O (6-(3-Isopropyl-ureido)-nicotinic acid). As a reaction SMILES: [CH:1]([NH:4][C:5](=[O:16])[NH:6][C:7]1[CH:8]=[C:9]([CH:13]=[CH:14][N:15]=1)C(O)=O)([CH3:3])[CH3:2].NC1C=C(C=CN=1)[C:21]([O:23]CC)=[O:22].NC1C=CC(C(OC)=O)=CN=1>>[CH:1]([NH:4][C:5](=[O:16])[NH:6][C:7]1[CH:8]=[CH:9][C:13]([C:21]([OH:23])=[O:22])=[CH:14][N:15]=1)([CH3:2])[CH3:3]. Procedure details: This compound is prepared analogously to Intermediate Y by replacing ethyl 2-aminoisonicotinate in step 1 with methyl 6-aminonicotinate; [M+H]+ 224. The reactants are CCO, CC(C)c1csc(C=Cc2cccc([N+](=O)[O-])c2)n1, [Cl-], [Na+], [OH-], O, O. Product: CC(C)c1csc(C=Cc2cccc(N)c2)n1. As a reaction SMILES: [CH3:25][CH2:26][OH:27].[CH:1]([CH3:2])([CH3:3])[c:4]1[n:5][c:6]([CH:9]=[CH:10][c:11]2[cH:12][c:13]([N+:17]([O-:18])=[O:19])[cH:14][cH:15][cH:16]2)[s:7][cH:8]1.[Cl-:22].[Na+:24].[OH-:23].[OH2:20].[OH2:21]>>[CH:1]([CH3:2])([CH3:3])[c:4]1[n:5][c:6]([CH:9]=[CH:10][c:11]2[cH:12][c:13]([NH2:17])[cH:14][cH:15][cH:16]2)[s:7][cH:8]1.